From a dataset of the Open Reaction Database (ORD), a public repository of structured organic reaction records. describe an organic reaction: reactants, conditions, products, and yield Reactants: OC1=C(C=C(CO)C=C1)CC=C (4-Hydroxy-3-(2-Propen-1-Yl)-Benzyl Alcohol), [H][H] (hydrogen). The reagents and catalysts are [Rh] (rhodium on carbon). The solvent is C(C)O (ethanol). Conditions: time 30 minute. Yields the product OC1=C(C=C(CO)C=C1)CCC (4-Hydroxy-3-Propylbenzyl Alcohol). RXN SMILES: [OH:1][C:2]1[CH:9]=[CH:8][C:5]([CH2:6][OH:7])=[CH:4][C:3]=1[CH2:10][CH:11]=[CH2:12].[H][H]>C(O)C.[Rh]>[OH:1][C:2]1[CH:9]=[CH:8][C:5]([CH2:6][OH:7])=[CH:4][C:3]=1[CH2:10][CH2:11][CH3:12]. Procedure: To a solution of 0,370 g (2.25 mmol) of the product of Step E dissolved in 25 mL of absolute ethanol was added 53 mg of a 5% rhodium on carbon catalyst and the mixture was shaken under a 40 psig pressure of hydrogen on a Parr apparatus. After 30 minutes, the reaction mixture was removed, filtered and evaporated in vacuo. The residue was purified on a silica gel flash chromatography column eluted with 35% ethyl acetate/hexane to afford the title compound. The reactants are CCCCCCP(=O)(OCCC)Oc1cccc(CCCC=O)c1, ClCCl, Cc1ccc(C(=S)NN)cc1, CO. Yields the product CCCCCCP(=O)(OCCC)Oc1cccc(CCCC=NNC(=S)c2ccc(C)cc2)c1. RXN SMILES: [CH2:1]([CH2:2][CH2:3][CH2:4][CH2:5][CH3:6])[P:7]([O:8][CH2:9][CH2:10][CH3:11])([O:12][c:13]1[cH:14][c:15]([CH2:19][CH2:20][CH2:21][CH:22]=[O:23])[cH:16][cH:17][cH:18]1)=[O:24].[CH2:38]([Cl:39])[Cl:40].[CH3:25][c:26]1[cH:27][cH:28][c:29]([C:30](=[S:31])[NH:32][NH2:33])[cH:34][cH:35]1.[CH3:36][OH:37]>>[CH2:1]([CH2:2][CH2:3][CH2:4][CH2:5][CH3:6])[P:7]([O:8][CH2:9][CH2:10][CH3:11])([O:12][c:13]1[cH:14][c:15]([CH2:19][CH2:20][CH2:21][CH:22]=[N:33][NH:32][C:30]([c:29]2[cH:28][cH:27][c:26]([CH3:25])[cH:35][cH:34]2)=[S:31])[cH:16][cH:17][cH:18]1)=[O:24]. Reactants: C(C)OC(CNC1=NC=CC=C1NC(C1=CC(=CC=C1)Cl)=O)=O (N-[3-[(3-chlorobenzoyl)amino]-2-pyridinyl]glycine ethyl ester), C (charcoal). The solvent is C(Cl)Cl (methylene chloride). Yields the product C(C)OC(CN1C(=NC=2C1=NC=CC2)C2=CC(=CC=C2)Cl)=O (2-(3-Chlorophenyl)-3H-imidazo[4,5-b]pyridine-3-acetic acid ethyl ester). The yield is 44.0%. Reaction SMILES: [CH2:1]([O:3][C:4](=[O:23])[CH2:5][NH:6][C:7]1[C:12]([NH:13][C:14](=O)[C:15]2[CH:20]=[CH:19][CH:18]=[C:17]([Cl:21])[CH:16]=2)=[CH:11][CH:10]=[CH:9][N:8]=1)[CH3:2].C>C(Cl)Cl>[CH2:1]([O:3][C:4](=[O:23])[CH2:5][N:6]1[C:7]2=[N:8][CH:9]=[CH:10][CH:11]=[C:12]2[N:13]=[C:14]1[C:15]1[CH:20]=[CH:19][CH:18]=[C:17]([Cl:21])[CH:16]=1)[CH3:2]. Reported procedure: Solid N-[3-[(3-chlorobenzoyl)amino]-2-pyridinyl]glycine ethyl ester, 12.84 g (0.038 mole) was heated in glass at 210°-20° C. in a Wood's metal bath for 7 minutes. The residue was dissolved in methylene chloride, treated with charcoal, and filtered through a Celite pad. The orange filtrate was treated with Florisil® to give a pink filtrate. The filtrate was evaporated to give a solid, which was recrystallized from tetrahydrofuran-petroleum ether. The solid was collected, washed with petroleum eth... Yields the product CC(C)C(=O)Nc1cccc(C2CCN(CCCC(=O)c3cccs3)CC2)c1. RXN SMILES: [CH3:7][CH:8]([C:9](=[O:10])[NH:11][c:12]1[cH:13][c:14]([CH:18]2[CH2:19][CH2:20][NH:21][CH2:22][CH2:23]2)[cH:15][cH:16][cH:17]1)[CH3:24].[Cl:25][CH2:26][CH2:27][CH2:28][C:29](=[O:30])[c:31]1[s:32][cH:33][cH:34][cH:35]1.[K+:1].[K+:2].[O-:3][C:4]([O-:5])=[O:6]>>[CH3:7][CH:8]([C:9](=[O:10])[NH:11][c:12]1[cH:13][c:14]([CH:18]2[CH2:19][CH2:20][N:21]([CH2:26][CH2:27][CH2:28][C:29](=[O:30])[c:31]3[s:32][cH:33][cH:34][cH:35]3)[CH2:22][CH2:23]2)[cH:15][cH:16][cH:17]1)[CH3:24]. The reactants are CC(C)C(=O)Nc1cccc(C2CCNCC2)c1, O=C(CCCCl)c1cccs1, [K+], [K+], O=C([O-])[O-]. Starting materials: Cc1coc(B2Oc3ccccc3O2)c1, CSc1nc(N)nc(Cl)c1C#N, [Na+], [Na+], O=C([O-])[O-], c1ccccc1. Yields the product CSc1nc(N)nc(-c2cc(C)co2)c1C#N. RXN SMILES: [CH3:13][c:14]1[cH:15][c:16]([B:19]2[O:20][c:21]3[cH:22][cH:23][cH:24][cH:25][c:26]3[O:27]2)[o:17][cH:18]1.[NH2:1][c:2]1[n:3][c:4]([S:11][CH3:12])[c:5]([C:9]#[N:10])[c:6]([Cl:8])[n:7]1.[Na+:28].[Na+:29].[O-:30][C:31](=[O:32])[O-:33].[cH:34]1[cH:35][cH:36][cH:37][cH:38][cH:39]1>>[NH2:1][c:2]1[n:3][c:4]([S:11][CH3:12])[c:5]([C:9]#[N:10])[c:6](-[c:16]2[cH:15][c:14]([CH3:13])[cH:18][o:17]2)[n:7]1. The reactants are hydrate, ( a ), [H][H] (hydrogen), ( i ), O=C1NC(CCC1N1C(C2=CC=C(C(=C2C1=O)[N+](=O)[O-])OC)=O)=O (2-(2,6-dioxopiperidin-3-yl)-5-methoxy-4-nitroisoindoline-1,3-dione), ( b ). The reagents and catalysts are [Pd] (Pd/C). Run in CN(C)C=O (DMF). The product is NC1=C2C(N(C(C2=CC=C1OC)=O)C1C(NC(CC1)=O)=O)=O (4-amino-2-(2,6-dioxopiperidin-3-yl)-5-methoxyisoindoline-1,3-dione). Reaction SMILES: [O:1]=[C:2]1[CH:7]([N:8]2[C:16](=[O:17])[C:15]3[C:10](=[CH:11][CH:12]=[C:13]([O:21][CH3:22])[C:14]=3[N+:18]([O-])=O)[C:9]2=[O:23])[CH2:6][CH2:5][C:4](=[O:24])[NH:3]1.[H][H]>[Pd].CN(C=O)C>[NH2:18][C:14]1[C:13]([O:21][CH3:22])=[CH:12][CH:11]=[C:10]2[C:15]=1[C:16](=[O:17])[N:8]([CH:7]1[CH2:6][CH2:5][C:4](=[O:24])[NH:3][C:2]1=[O:1])[C:9]2=[O:23]. Procedure: In yet another embodiment, the process provided herein for preparing 4-amino-2-(2,6-dioxopiperidin-3-yl)-5-hydroxyisoindoline-1,3-dione, or an enantiomer or a mixture of enantiomers thereof; or a pharmaceutically acceptable salt, solvate, hydrate, or polymorph thereof; comprises the steps of (i) reducing 2-(2,6-dioxopiperidin-3-yl)-5-methoxy-4-nitroisoindoline-1,3-dione with hydrogen in the presence of (a) a catalyst, in one embodiment, Pd/C; in (b) a solvent, in one embodiment, DMF; to form 4-a... The reactants are CS(=O)(=O)c1ccc(C(CC2CCCC2)C(=O)Nc2cnc(Br)cn2)cc1Cl, CN(C)C=O, [Cu]I, N#C[K], C1COCCOCCOCCOCCOCCO1, c1ccc(P(c2ccccc2)(c2ccccc2)[Pd](P(c2ccccc2)(c2ccccc2)c2ccccc2)(P(c2ccccc2)(c2ccccc2)c2ccccc2)P(c2ccccc2)(c2ccccc2)c2ccccc2)cc1. Product: CS(=O)(=O)c1ccc(C(CC2CCCC2)C(=O)Nc2cnc(C#N)cn2)cc1Cl. RXN SMILES: [Br:1][c:2]1[n:3][cH:4][c:5]([NH:8][C:9]([CH:10]([CH2:11][CH:12]2[CH2:13][CH2:14][CH2:15][CH2:16]2)[c:17]2[cH:18][c:19]([Cl:27])[c:20]([S:23](=[O:24])(=[O:25])[CH3:26])[cH:21][cH:22]2)=[O:28])[n:6][cH:7]1.[CH3:50][N:51]([CH3:52])[CH:53]=[O:54].[Cu:132][I:133].[K:29][C:30]#[N:31].[O:32]1[CH2:33][CH2:34][O:35][CH2:36][CH2:37][O:38][CH2:39][CH2:40][O:41][CH2:42][CH2:43][O:44][CH2:45][CH2:46][O:47][CH2:48][CH2:49]1.[cH:55]1[cH:56][cH:57][c:58]([P:59]([Pd:60]([P:61]([c:62]2[cH:63][cH:64][cH:65][cH:66][cH:67]2)([c:68]2[cH:69][cH:70][cH:71][cH:72][cH:73]2)[c:74]2[cH:75][cH:76][cH:77][cH:78][cH:79]2)([P:80]([c:81]2[cH:82][cH:83][cH:84][cH:85][cH:86]2)([c:87]2[cH:88][cH:89][cH:90][cH:91][cH:92]2)[c:93]2[cH:94][cH:95][cH:96][cH:97][cH:98]2)[P:99]([c:100]2[cH:101][cH:102][cH:103][cH:104][cH:105]2)([c:106]2[cH:107][cH:108][cH:109][cH:110][cH:111]2)[c:112]2[cH:113][cH:114][cH:115][cH:116][cH:117]2)([c:118]2[cH:119][cH:120][cH:121][cH:122][cH:123]2)[c:124]2[cH:125][cH:126][cH:127][cH:128][cH:129]2)[cH:130][cH:131]1>>[c:2]1([C:30]#[N:31])[n:3][cH:4][c:5]([NH:8][C:9]([CH:10]([CH2:11][CH:12]2[CH2:13][CH2:14][CH2:15][CH2:16]2)[c:17]2[cH:18][c:19]([Cl:27])[c:20]([S:23](=[O:24])(=[O:25])[CH3:26])[cH:21][cH:22]2)=[O:28])[n:6][cH:7]1. The product is COc1ccccc1CC(=N)N1CC2C(=O)CCC(c3ccccc3)(c3ccccc3)C2C1. The reactants are F[B-](F)(F)F, O=C([O-])[O-], CCOC(Cc1ccccc1OC)=[N+]1CC2C(=O)CCC(c3ccccc3)(c3ccccc3)C2C1, ClCCl, [K+], [K+], N. RXN SMILES: [B-:2]([F:3])([F:4])([F:5])[F:6].[C:42](=[O:43])([O-:44])[O-:45].[CH2:7]([O:8][C:10]([CH2:11][c:12]1[c:13]([O:18][CH3:19])[cH:14][cH:15][cH:16][cH:17]1)=[N+:20]1[CH2:21][CH:22]2[C:23]([c:30]3[cH:31][cH:32][cH:33][cH:34][cH:35]3)([c:36]3[cH:37][cH:38][cH:39][cH:40][cH:41]3)[CH2:24][CH2:25][C:26](=[O:29])[CH:27]2[CH2:28]1)[CH3:9].[Cl:48][CH2:49][Cl:50].[K+:46].[K+:47].[NH3:1]>>[NH:1]=[C:10]([CH2:11][c:12]1[c:13]([O:18][CH3:19])[cH:14][cH:15][cH:16][cH:17]1)[N:20]1[CH2:21][CH:22]2[C:23]([c:30]3[cH:31][cH:32][cH:33][cH:34][cH:35]3)([c:36]3[cH:37][cH:38][cH:39][cH:40][cH:41]3)[CH2:24][CH2:25][C:26](=[O:29])[CH:27]2[CH2:28]1. Reactants: CCCC[N+](CCCC)(CCCC)CCCC.[F-] (TBAF), COC1=C(C=C2CC(N(CC2=C1)CC1=CC(=C(C(=C1)OC)OC)OC)(C)C)O[Si](C(C)C)(C(C)C)C(C)C (7-Methoxy-3,3-dimethyl-6-triisopropylsilanyloxy-2-(3,4,5-trimethoxy-benzyl)-1,2,3,4-tetrahydro-isoquinoline), COC=1C=C(CN2CC3=CC(=C(C=C3CC2(C)C)O)OC)C=CC1 (2-(3-Methoxybenzyl)-1,2,3,4-tetrahydro-7-methoxy-3,3-dimethylisoquinolin-6-ol). Product: COC1=C(C=C2CC(N(CC2=C1)CC1=CC(=C(C(=C1)OC)OC)OC)(C)C)O (7-Methoxy-3,3-dimethyl-2-(3,4,5-trimethoxy-benzyl)-1,2,3,4-tetrahydro-isoquinolin-6-ol). Isolated yield 71.0%. Reaction SMILES: CCCC[N+](CCCC)(CCCC)CCCC.[F-].[CH3:19][O:20][C:21]1[CH:30]=[C:29]2[C:24]([CH2:25][C:26]([CH3:45])([CH3:44])[N:27]([CH2:31][C:32]3[CH:37]=[C:36]([O:38][CH3:39])[C:35]([O:40][CH3:41])=[C:34]([O:42][CH3:43])[CH:33]=3)[CH2:28]2)=[CH:23][C:22]=1[O:46][Si](C(C)C)(C(C)C)C(C)C.COC1C=C(C=CC=1)CN1C(C)(C)CC2C(=CC(OC)=C(O)C=2)C1>>[CH3:19][O:20][C:21]1[CH:30]=[C:29]2[C:24]([CH2:25][C:26]([CH3:44])([CH3:45])[N:27]([CH2:31][C:32]3[CH:33]=[C:34]([O:42][CH3:43])[C:35]([O:40][CH3:41])=[C:36]([O:38][CH3:39])[CH:37]=3)[CH2:28]2)=[CH:23][C:22]=1[OH:46] |f:0.1|. Procedure: TBAF deprotection of 227 (in analogy to the synthesis of 228) afforded the title compound (95 mg, 71%) as a yellow oil that crystallised on trituration with DCM/hexane to afford a yellow powder. mp=143-147° C. 1H NMR (270 MHz; CDCl3) 1.17 (6H, s, 2×CH3), 2.66 (2H, s, CH2), 3.52 (2H, s, CH2), 3.60 (2H, s, CH2), 3.82 (3H, s, OCH3), 3.83 (6H, s, 2×OCH3), 3.84 (3H, s, OCH3), 5.44 (1H, brs, OH), 6.50 (1H, s, CH), 6.53 (1H, s, CH), 6.60 (2H, s, 2×CH). 13C NMR (100 MHz; CDCl3) 23.82 (CH3), 42.41 (CH2),... Reactants: [I-].CSC=1SCC2[N+]1C=1C=CC=CC1C2 ((RS)-3-Methylthio-9,9a-dihydrothiazolo[3,4-a]indolium iodide), NC=1C=NC=CC1 (3-aminopyridine). The solvent is N1=CC=CC=C1 (pyridine). Run at time 24 hour. Product: N1=CC(=CC=C1)N=C1SCC2N1C=1C=CC=CC1C2 ((RS)-3-(Pyrid-3-ylimino)-9,9a-dihydrothiazolo[3,4-a]indole). Yield: 76.5%. RXN SMILES: [I-].CS[C:4]1[S:5][CH2:6][CH:7]2[CH2:15][C:14]3[CH:13]=[CH:12][CH:11]=[CH:10][C:9]=3[N+:8]=12.[NH2:16][C:17]1[CH:18]=[N:19][CH:20]=[CH:21][CH:22]=1>N1C=CC=CC=1>[N:19]1[CH:20]=[CH:21][CH:22]=[C:17]([N:16]=[C:4]2[N:8]3[C:9]4[CH:10]=[CH:11][CH:12]=[CH:13][C:14]=4[CH2:15][CH:7]3[CH2:6][S:5]2)[CH:18]=1 |f:0.1|. Procedure details: (RS)-3-Methylthio-9,9a-dihydrothiazolo[3,4-a]indolium iodide (14.0 g) is added to a solution of 3-aminopyridine (4.5 g) in pyridine (150 cc). The suspension gradually passes into solution. After 24 hours at a temperature of about 20° C., the mixture is concentrated to dryness under reduced pressure (25 mm Hg) at 50° C. The residue is dissolved in a mixture of methylene chloride (500 cc) and 2 N aqueous sodium hydroxide solution (150 cc). The organic phase is decanted, washed with water (200 cc),...